This data is from the Open Reaction Database (ORD), a public repository of structured organic reaction records. The task is: describe an organic reaction: reactants, conditions, products, and yield Reactants: C(C1=CC=CC=C1)OC(=O)N1CCC(CC1)CCCCC(=O)O (5-(1-benzyloxycarbonyl-4-piperidyl)valeric acid), C([O-])(O)=O.[Na+] (sodium bicarbonate), C(C)I (ethyl iodide), CN(C=O)C (N,N-dimethylformamide), C(C)I (ethyl iodide). Run in O (water). Run at time 3 hour. Yields the product C(C1=CC=CC=C1)OC(=O)N1CCC(CC1)CCCCC(=O)OCC (ethyl 5-(1-benzyloxycarbonyl-4-piperidyl)valerate). RXN SMILES: [CH2:1]([O:8][C:9]([N:11]1[CH2:16][CH2:15][CH:14]([CH2:17][CH2:18][CH2:19][CH2:20][C:21]([OH:23])=[O:22])[CH2:13][CH2:12]1)=[O:10])[C:2]1[CH:7]=[CH:6][CH:5]=[CH:4][CH:3]=1.C(=O)(O)[O-].[Na+].[CH2:29](I)[CH3:30].CN(C)C=O>O>[CH2:1]([O:8][C:9]([N:11]1[CH2:12][CH2:13][CH:14]([CH2:17][CH2:18][CH2:19][CH2:20][C:21]([O:23][CH2:29][CH3:30])=[O:22])[CH2:15][CH2:16]1)=[O:10])[C:2]1[CH:3]=[CH:4][CH:5]=[CH:6][CH:7]=1 |f:1.2|. Reported procedure: A mixture of 5-(1-benzyloxycarbonyl-4-piperidyl)valeric acid (54.8 g), sodium bicarbonate (29 g), ethyl iodide (21 ml) and N,N-dimethylformamide (150 ml) is stirred for 3 hours at 70°-80° C. After further addition of ethyl iodide (10 ml), the stirring is continued for further 3 hours at 90°-100° C. After cooling, the mixture is diluted with water and extracted with ethyl acetate (1 l). The extract is washed successively with water, 1N hydrochloric acid and sodium bicarbonate solution, dried over... Reactants: CC(=O)O, CN(C(=O)c1ccc(Cl)cc1)C1CCNCC1c1ccc(Cl)c(Cl)c1, Cl, O=N[O-], [Na+], O. Product: CN(C(=O)c1ccc(Cl)cc1)C1CCN(N=O)CC1c1ccc(Cl)c(Cl)c1. RXN SMILES: [CH3:31][C:32](=[O:33])[OH:34].[Cl:2][c:3]1[cH:4][cH:5][c:6]([C:7](=[O:8])[N:9]([CH3:10])[CH:11]2[CH:12]([c:17]3[cH:18][c:19]([Cl:24])[c:20]([Cl:23])[cH:21][cH:22]3)[CH2:13][NH:14][CH2:15][CH2:16]2)[cH:25][cH:26]1.[ClH:1].[N:27](=[O:28])[O-:29].[Na+:30].[OH2:35]>>[Cl:2][c:3]1[cH:4][cH:5][c:6]([C:7](=[O:8])[N:9]([CH3:10])[CH:11]2[CH:12]([c:17]3[cH:18][c:19]([Cl:24])[c:20]([Cl:23])[cH:21][cH:22]3)[CH2:13][N:14]([N:27]=[O:28])[CH2:15][CH2:16]2)[cH:25][cH:26]1.